Task: describe an organic reaction: reactants, conditions, products, and yield. Dataset: the Open Reaction Database (ORD), a public repository of structured organic reaction records The reactants are N1(C=NC=C1)C(CC=1C(=NN2C1N=CC=C2)C2=CC=C(C=C2)C)=O (3-[2-(1H-imidazole-1-yl)-2-oxoethyl]-2-(4-methylphenyl)pyrazolo[1,5-a]pyrimidine), CN (monomethylamine). The solvent is O1CCCC1 (tetrahydrofuran), O1CCCC1 (tetrahydrofuran), O (water). Run at time 36 hour. Product: CNC(CC=1C(=NN2C1N=CC=C2)C2=CC=C(C=C2)C)=O (N-Methyl-2-(4-methylphenyl)pyrazolo[1,5-a]pyrimidine-3-acetamide). The yield is 39.2%. Reaction SMILES: [N:1]1([C:6](=[O:24])[CH2:7][C:8]2[C:9]([C:17]3[CH:22]=[CH:21][C:20]([CH3:23])=[CH:19][CH:18]=3)=[N:10][N:11]3[CH:16]=[CH:15][CH:14]=[N:13][C:12]=23)C=CN=[CH:2]1.CN>O1CCCC1.O>[CH3:2][NH:1][C:6](=[O:24])[CH2:7][C:8]1[C:9]([C:17]2[CH:18]=[CH:19][C:20]([CH3:23])=[CH:21][CH:22]=2)=[N:10][N:11]2[CH:16]=[CH:15][CH:14]=[N:13][C:12]=12. Procedure: A stirred slurry of 3.2 g (0.010 mole) of 3-[2-(1H-imidazole-1-yl)-2-oxoethyl]-2-(4-methylphenyl)pyrazolo[1,5-a]pyrimidine (prepared from 2-(4-methylphenyl)pyrazolo[1,5-a]pyrimidine-3-acetic acid and 1,1'-carbonyldiimidazole) in 20 ml of dry tetrahydrofuran was treated with 3 ml of monomethylamine in 10 ml of dry tetrahydrofuran added dropwise from a needle and syringe. After stirring for 36 hours the reaction mixture was diluted with 100 ml of water and the resulting solid collected by filtrati... The reactants are ClC1=NC=CC(=N1)Cl (2,4-dichloro-pyrimidine), S1C2=C(C=C1B(O)O)C=CC=C2 (benzo[b]thiophen-2-boronic acid), C(C)OC(=O)N1CCC(CC1)N (ethyl-4-amino-1-piperidinecarboxylate). The product is C(C)OC(=O)N1CCC(CC1)NC1=NC=CC(=N1)C1=CC2=C(S1)C=CC=C2 (4-(4-Benzo[b]thiophen-2-yl-pyrimidin-2-ylamino)-piperidine-1-carboxylic acid ethyl ester). RXN SMILES: Cl[C:2]1[N:7]=[C:6](Cl)[CH:5]=[CH:4][N:3]=1.[S:9]1[C:13](B(O)O)=[CH:12][C:11]2[CH:17]=[CH:18][CH:19]=[CH:20][C:10]1=2.[CH2:21]([O:23][C:24]([N:26]1[CH2:31][CH2:30][CH:29]([NH2:32])[CH2:28][CH2:27]1)=[O:25])[CH3:22]>>[CH2:21]([O:23][C:24]([N:26]1[CH2:27][CH2:28][CH:29]([NH:32][C:2]2[N:7]=[C:6]([C:13]3[S:9][C:10]4[CH:20]=[CH:19][CH:18]=[CH:17][C:11]=4[CH:12]=3)[CH:5]=[CH:4][N:3]=2)[CH2:30][CH2:31]1)=[O:25])[CH3:22]. Procedure details: The title compound was prepared analogous to Method A, starting from 2,4-dichloro-pyrimidine, benzo[b]thiophen-2-boronic acid and ethyl-4-amino-1-piperidinecarboxylate. Reactants: Cc1cc(C#N)ncc1Br, CCOC(C)=O, CN(C(=O)c1ccc(Cl)c(B2OC(C)(C)C(C)(C)O2)c1)c1ccccc1O, [K+], [K+], O=C([O-])[O-], C1COCCO1, c1ccc(P(c2ccccc2)(c2ccccc2)[Pd](P(c2ccccc2)(c2ccccc2)c2ccccc2)(P(c2ccccc2)(c2ccccc2)c2ccccc2)P(c2ccccc2)(c2ccccc2)c2ccccc2)cc1. Product: Cc1cc(C#N)ncc1-c1cc(C(=O)N(C)c2ccccc2O)ccc1Cl. As a reaction SMILES: [Br:28][c:29]1[c:30]([CH3:37])[cH:31][c:32]([C:35]#[N:36])[n:33][cH:34]1.[CH3:50][CH2:51][O:52][C:53]([CH3:54])=[O:55].[Cl:1][c:2]1[c:3]([B:19]2[O:20][C:21]([CH3:22])([CH3:23])[C:24]([CH3:25])([CH3:26])[O:27]2)[cH:4][c:5]([C:6](=[O:7])[N:8]([CH3:9])[c:10]2[c:11]([OH:16])[cH:12][cH:13][cH:14][cH:15]2)[cH:17][cH:18]1.[K+:38].[K+:39].[O-:40][C:41]([O-:42])=[O:43].[O:44]1[CH2:45][CH2:46][O:47][CH2:48][CH2:49]1.[cH:56]1[cH:57][cH:58][c:59]([P:60]([Pd:61]([P:62]([c:63]2[cH:64][cH:65][cH:66][cH:67][cH:68]2)([c:69]2[cH:70][cH:71][cH:72][cH:73][cH:74]2)[c:75]2[cH:76][cH:77][cH:78][cH:79][cH:80]2)([P:81]([c:82]2[cH:83][cH:84][cH:85][cH:86][cH:87]2)([c:88]2[cH:89][cH:90][cH:91][cH:92][cH:93]2)[c:94]2[cH:95][cH:96][cH:97][cH:98][cH:99]2)[P:100]([c:101]2[cH:102][cH:103][cH:104][cH:105][cH:106]2)([c:107]2[cH:108][cH:109][cH:110][cH:111][cH:112]2)[c:113]2[cH:114][cH:115][cH:116][cH:117][cH:118]2)([c:119]2[cH:120][cH:121][cH:122][cH:123][cH:124]2)[c:125]2[cH:126][cH:127][cH:128][cH:129][cH:130]2)[cH:131][cH:132]1>>[Cl:1][c:2]1[c:3](-[c:29]2[c:30]([CH3:37])[cH:31][c:32]([C:35]#[N:36])[n:33][cH:34]2)[cH:4][c:5]([C:6](=[O:7])[N:8]([CH3:9])[c:10]2[c:11]([OH:16])[cH:12][cH:13][cH:14][cH:15]2)[cH:17][cH:18]1. Starting materials: CCO, CCOc1ccc2c(F)c(-c3ccc([N+](=O)[O-])cc3)n(CC3CC3)c2c1, [Cl-], [Fe], [NH4+], O. The product is CCOc1ccc2c(F)c(-c3ccc(N)cc3)n(CC3CC3)c2c1. As a reaction SMILES: [CH3:29][CH2:30][OH:31].[CH:1]1([CH2:4][n:5]2[c:6](-[c:18]3[cH:19][cH:20][c:21]([N+:24]([O-:25])=[O:26])[cH:22][cH:23]3)[c:7]([F:17])[c:8]3[cH:9][cH:10][c:11]([O:14][CH2:15][CH3:16])[cH:12][c:13]23)[CH2:2][CH2:3]1.[Cl-:27].[Fe:33].[NH4+:28].[OH2:32]>>[CH:1]1([CH2:4][n:5]2[c:6](-[c:18]3[cH:19][cH:20][c:21]([NH2:24])[cH:22][cH:23]3)[c:7]([F:17])[c:8]3[cH:9][cH:10][c:11]([O:14][CH2:15][CH3:16])[cH:12][c:13]23)[CH2:2][CH2:3]1. Reactants: [Si](C)(C)(C(C)(C)C)OC[C@H]1CN(C[C@@H]1C1=CC=CC=C1)[C@@H](C(=O)OCC1=CC=CC=C1)CC1CCC1 (2-(R)-(3-(R)-(t-butyldimethylsilyloxymethyl)-4-(S)-phenylpyrrolidin-1-yl)-3-(cyclobutyl) propionic acid, benzyl ester), [F-].C(CCC)[N+](CCCC)(CCCC)CCCC (tetrabutylammonium fluoride). The solvent is C1CCOC1 (THF), C1CCOC1 (THF). Reaction conditions: time 2.5 hour. Product: hexanes ether, OC[C@H]1CN(C[C@@H]1C1=CC=CC=C1)[C@@H](C(=O)OCC1=CC=CC=C1)CC1CCC1 (2-(R)-(3-(R)-Hydroxymethyl-4-(S)-phenylpyrrolidin-1-yl)-3-(cyclobutyl)propionic acid, benzyl ester). The yield is 94.4%. Reaction SMILES: [Si]([O:8][CH2:9][C@@H:10]1[C@@H:14]([C:15]2[CH:20]=[CH:19][CH:18]=[CH:17][CH:16]=2)[CH2:13][N:12]([C@H:21]([CH2:32][CH:33]2[CH2:36][CH2:35][CH2:34]2)[C:22]([O:24][CH2:25][C:26]2[CH:31]=[CH:30][CH:29]=[CH:28][CH:27]=2)=[O:23])[CH2:11]1)(C(C)(C)C)(C)C.[F-].C([N+](CCCC)(CCCC)CCCC)CCC>C1COCC1>[OH:8][CH2:9][C@@H:10]1[C@@H:14]([C:15]2[CH:20]=[CH:19][CH:18]=[CH:17][CH:16]=2)[CH2:13][N:12]([C@H:21]([CH2:32][CH:33]2[CH2:34][CH2:35][CH2:36]2)[C:22]([O:24][CH2:25][C:26]2[CH:27]=[CH:28][CH:29]=[CH:30][CH:31]=2)=[O:23])[CH2:11]1 |f:1.2|. Reported procedure: A solution of 3.20 g (6.3 mmol) of 2-(R)-(3-(R)-(t-butyldimethylsilyloxymethyl)-4-(S)-phenylpyrrolidin-1-yl)-3-(cyclobutyl) propionic acid, benzyl ester (from Step A) in 40 mL of THF at 0° C. was treated with 10 mL of 1.0 M tetrabutylammonium fluoride solution in THF. The resulting mixture was warmed to rt and stirred for 2.5 h. The reaction mixture was partitioned between 200 mL of ether and 100 mL of 50% sat'd NaHCO3 and the layers were separated. The organic layer was dried over MgSO4 and con... Reagents/catalysts: [Pd] (Pd/C). Starting materials: CNC1=C(C(=O)N2N=C(C3=CC(=CC=C23)[N+](=O)[O-])O)C=CC=C1 (1-(2-methylaminobenzoyl)-5-nitro-1H-indazol-3-ol), amine. Reaction SMILES: [CH3:1][NH:2][C:3]1[CH:23]=[CH:22][CH:21]=[CH:20][C:4]=1[C:5]([N:7]1[C:15]2[C:10](=[CH:11][C:12]([N+:16]([O-])=O)=[CH:13][CH:14]=2)[C:9]([OH:19])=[N:8]1)=[O:6]>[Pd].CCO>[CH3:1][NH:2][C:3]1[CH:23]=[CH:22][CH:21]=[CH:20][C:4]=1[C:5]([N:7]1[C:15]2[C:10](=[CH:11][C:12]([NH2:16])=[CH:13][CH:14]=2)[C:9]([OH:19])=[N:8]1)=[O:6]. Procedure: To 1.5 g. of 1-(2-methylaminobenzoyl)-5-nitro-1H-indazol-3-ol, prepared in Example 19, suspended in 500 ml. of absolute EtOH was added 1.0 g. of 5% Pd/C and the mixture was hydrogenated at 50 psi for 20 hours. The catalyst was filtered off, washed with absolute EtOH and the filtrate evaporated to afford a semi-solid. Recrystallization from EtOH afforded 0.48 g. (35.4%) of the amine as a tan amorphous powder; mp. 169°-170° C. The solvent is CCO (EtOH). The product is CNC1=C(C(=O)N2N=C(C3=CC(=CC=C23)N)O)C=CC=C1 (1-(o-Methylaminobenzoyl)-5-amino-1H-indazol-3-ol).